From a dataset of the Open Reaction Database (ORD), a public repository of structured organic reaction records. describe an organic reaction: reactants, conditions, products, and yield The reactants are [BH4-], CC(=O)c1cc2c(N3CCN(CCc4ccccc4)CC3)cccc2s1, CO, Cl, [Na+], O. Yields the product CC(O)c1cc2c(N3CCN(CCc4ccccc4)CC3)cccc2s1, Cl. RXN SMILES: [BH4-:28].[CH2:2]([CH2:3][c:4]1[cH:5][cH:6][cH:7][cH:8][cH:9]1)[N:10]1[CH2:11][CH2:12][N:13]([c:16]2[cH:17][cH:18][cH:19][c:20]3[s:21][c:22]([C:25]([CH3:26])=[O:27])[cH:23][c:24]23)[CH2:14][CH2:15]1.[CH3:31][OH:32].[ClH:1].[Na+:29].[OH2:30]>>[CH2:2]([CH2:3][c:4]1[cH:5][cH:6][cH:7][cH:8][cH:9]1)[N:10]1[CH2:11][CH2:12][N:13]([c:16]2[cH:17][cH:18][cH:19][c:20]3[s:21][c:22]([CH:25]([CH3:26])[OH:27])[cH:23][c:24]23)[CH2:14][CH2:15]1.[ClH:1]. Reactants: ClC1=NC=CC(=N1)OCC=1C=CC(=C(C#N)C1)OC1=CC(=C(C=C1)Cl)C(F)(F)F (5-{[(2-chloro-4-pyrimidinyl)oxy]methyl}-2-{[4-chloro-3-(trifluoromethyl)phenyl]oxy}benzo-nitrile), C1CN2CCN1CC2 (DABCO), C([O-])([O-])=O.[K+].[K+] (potassium carbonate), O1CCOCC1 (1,4-Dioxane). Run in O (water). Reaction conditions: temperature 70 celsius. Yields the product ClC1=C(C=C(C=C1)OC1=C(C#N)C=C(C=C1)COC=1NC(N=CC1)=O)C(F)(F)F (2-{[4-chloro-3-(trifluoromethyl)phenyl]oxy}-5-{[(2-oxo-2,3-dihydro-4-pyrimidinyl)oxy]methyl}benzonitrile). Isolated yield 90.8%. As a reaction SMILES: Cl[C:2]1[N:7]=[C:6]([O:8][CH2:9][C:10]2[CH:11]=[CH:12][C:13]([O:18][C:19]3[CH:24]=[CH:23][C:22]([Cl:25])=[C:21]([C:26]([F:29])([F:28])[F:27])[CH:20]=3)=[C:14]([CH:17]=2)[C:15]#[N:16])[CH:5]=[CH:4][N:3]=1.C1N2CCN(CC2)C1.C(=O)([O-])[O-:39].[K+].[K+].O1CCOCC1>O>[Cl:25][C:22]1[CH:23]=[CH:24][C:19]([O:18][C:13]2[CH:12]=[CH:11][C:10]([CH2:9][O:8][C:6]3[NH:7][C:2](=[O:39])[N:3]=[CH:4][CH:5]=3)=[CH:17][C:14]=2[C:15]#[N:16])=[CH:20][C:21]=1[C:26]([F:29])([F:28])[F:27] |f:2.3.4|. Reported procedure: A mixture of 5-{[(2-chloro-4-pyrimidinyl)oxy]methyl}-2-{[4-chloro-3-(trifluoromethyl)phenyl]oxy}benzo-nitrile (2.30 g, 2.61 mmol), DABCO (0.147 g, 1.31 mmol) and potassium carbonate (1.08 g, 7.84 mmol) in a mixed solvents of 1,4-Dioxane (10 mL) and water (10 mL) was heated at 70° C. for 3 h, then concentrated and diluted with ethyl acetate (100 mL) and water (100 mL). Separated organic part was washed with water and brine, dried over sodium sulfate, concentrated. Purification via mass-directed a... Starting materials: CCN(C(C)C)C(C)C (DIPEA), COC(=O)C1N(C(CNC1)=O)CC1=CC(=C(C=C1)C#N)N=C(C1=CC=CC=C1)C1=CC=CC=C1 ((±)-1-[3-(benzhydrylidene-amino)-4-cyano-benzyl]-6-oxo-piperazine-2-carboxylic acid methyl ester), ClC=1C=CC2=C(SC(=C2)S(=O)(=O)Cl)C1 (6-chloro-benzo[b]thiophene-2-sulfonyl chloride). The solvent is C(Cl)Cl (CH2Cl2). Reaction conditions: temperature 0 celsius, time 16 hour. Product: COC(=O)C1N(C(CN(C1)S(=O)(=O)C1=CC2=C(S1)C=C(C=C2)Cl)=O)CC2=CC(=C(C=C2)C#N)N=C(C2=CC=CC=C2)C2=CC=CC=C2 ((±)-1-[3-(Benzhydrylidene-amino)-4-cyano-benzyl]-4-(6-chloro-benzo[b]thiophene-2-sulfonyl)-6-oxo-piperazine-2-carboxylic acid methyl ester). Yield: 73.2%. Reaction SMILES: [CH3:1][O:2][C:3]([CH:5]1[CH2:10][NH:9][CH2:8][C:7](=[O:11])[N:6]1[CH2:12][C:13]1[CH:18]=[CH:17][C:16]([C:19]#[N:20])=[C:15]([N:21]=[C:22]([C:29]2[CH:34]=[CH:33][CH:32]=[CH:31][CH:30]=2)[C:23]2[CH:28]=[CH:27][CH:26]=[CH:25][CH:24]=2)[CH:14]=1)=[O:4].CCN(C(C)C)C(C)C.[Cl:44][C:45]1[CH:46]=[CH:47][C:48]2[CH:52]=[C:51]([S:53](Cl)(=[O:55])=[O:54])[S:50][C:49]=2[CH:57]=1>C(Cl)Cl>[CH3:1][O:2][C:3]([CH:5]1[CH2:10][N:9]([S:53]([C:51]2[S:50][C:49]3[CH:57]=[C:45]([Cl:44])[CH:46]=[CH:47][C:48]=3[CH:52]=2)(=[O:55])=[O:54])[CH2:8][C:7](=[O:11])[N:6]1[CH2:12][C:13]1[CH:18]=[CH:17][C:16]([C:19]#[N:20])=[C:15]([N:21]=[C:22]([C:23]2[CH:24]=[CH:25][CH:26]=[CH:27][CH:28]=2)[C:29]2[CH:34]=[CH:33][CH:32]=[CH:31][CH:30]=2)[CH:14]=1)=[O:4]. Procedure details: A solution containing (±)-1-[3-(benzhydrylidene-amino)-4-cyano-benzyl]-6-oxo-piperazine-2-carboxylic acid methyl ester (55 mg, 0.12 mmol) in CH2Cl2 (1 mL) is cooled to 0° C. DIPEA (24 mg, 0.18 mmol) is then added followed by the addition of 6-chloro-benzo[b]thiophene-2-sulfonyl chloride (32 mg, 0.12 mmol), EXAMPLE 1. The reaction mixture is warmed to ambient temperature. After 16 h, the reaction mixture is absorbed directly onto silica gel and chromatographed (CH2Cl2 to 2% MeOH/CH2Cl2) to provid... Starting materials: solution, C[Si](C)(C)C=[N+]=[N-] (trimethylsilyldiazomethane), hexanes, NC1=CC=C(C=C1)C(CCC(=O)O)=O (4-(4-amino-phenyl)-4-oxo-butyric acid), solution, C[Si](C)(C)C=[N+]=[N-] (trimethylsilyldiazomethane), hexanes, solution, C[Si](C)(C)C=[N+]=[N-] (trimethylsilyldiazomethane), hexanes. Procedure: To a stirred, partial solution of 4-(4-amino-phenyl)-4-oxo-butyric acid (6.96 g, 0.0360 mol) in toluene (240 mL) and methanol (240 mL) at room temperature under nitrogen was added dropwise over 30 minutes a 2.0 M solution of trimethylsilyldiazomethane in hexanes (18 mL, 0.036 mol), and the mixture was stirred for 22 hours. Additional 2.0 M solution of trimethylsilyldiazomethane in hexanes (12 mL, 0.024 mol) was added dropwise, and the mixture was stirred overnight. Additional 2.0 M solution of t... Run in O1CCCC1 (tetrahydrofuran), ClCCl (dichloromethane), C1(=CC=CC=C1)C (toluene), CO (methanol). The product is NC1=CC=C(C=C1)C(CCC(=O)OC)=O (4-(4-amino-phenyl)-4-oxo-butyric acid, methyl ester). RXN SMILES: [NH2:1][C:2]1[CH:7]=[CH:6][C:5]([C:8](=[O:14])[CH2:9][CH2:10][C:11]([OH:13])=[O:12])=[CH:4][CH:3]=1.[CH3:15][Si](C=[N+]=[N-])(C)C>C1(C)C=CC=CC=1.CO.O1CCCC1.ClCCl>[NH2:1][C:2]1[CH:3]=[CH:4][C:5]([C:8](=[O:14])[CH2:9][CH2:10][C:11]([O:13][CH3:15])=[O:12])=[CH:6][CH:7]=1. Reaction conditions: time 22 hour.